This data is from the Open Reaction Database (ORD), a public repository of structured organic reaction records. The task is: describe an organic reaction: reactants, conditions, products, and yield Procedure details: To a solution of 7-(azidomethyl)-4-(3-fluorophenyl)-2H-chromen-2-one (30 mg, 0.1 mmol) and 1-ethyl-1-(trifluoromethyl)prop-2-yn-1-yl 4-nitrobenzoate (S-isomer, the second, slower eluting enantiomer from step 2) (27 mg, 0.1 mmol) in THF (5 mL) N,N-diisopropylethylamine (79 uL, 0.45 mmol) and copper iodide (26 mg, 0.14 mmol) were added. After overnight stirring, the reaction was diluted with ethyl acetate, filtered and washed with water and brine. The organic layer was then dried over MgSO4, filte... Solvent: C(C)(=O)OCC (ethyl acetate). Reaction conditions: time 8 hour. Starting materials: N(=[N+]=[N-])CC1=CC=C2C(=CC(OC2=C1)=O)C1=CC(=CC=C1)F (7-(azidomethyl)-4-(3-fluorophenyl)-2H-chromen-2-one), [N+](=O)([O-])C1=CC=C(C(=O)OC(C#C)(C(F)(F)F)CC)C=C1 (1-ethyl-1-(trifluoromethyl)prop-2-yn-1-yl 4-nitrobenzoate), C1CCOC1 (THF). The product is [N+](=O)([O-])C1=CC=C(C(=O)O[C@](CC)(C(F)(F)F)C=2N=NN(C2)CC2=CC=C3C(=CC(OC3=C2)=O)C2=CC(=CC=C2)F)C=C1 ((S)-1-(1-{[4-(3-fluorophenyl)-2-oxo-2H-chromen-7-yl]methyl}-1H-1,2,3-triazol-4-yl)-1-(trifluoromethyl)propyl 4-nitrobenzoate). Reaction SMILES: [N:1]([CH2:4][C:5]1[CH:14]=[C:13]2[C:8]([C:9]([C:16]3[CH:21]=[CH:20][CH:19]=[C:18]([F:22])[CH:17]=3)=[CH:10][C:11](=[O:15])[O:12]2)=[CH:7][CH:6]=1)=[N+:2]=[N-:3].[N+:23]([C:26]1[CH:43]=[CH:42][C:29]([C:30]([O:32][C:33]([CH2:40][CH3:41])([C:36]([F:39])([F:38])[F:37])[C:34]#[CH:35])=[O:31])=[CH:28][CH:27]=1)([O-:25])=[O:24].C1COCC1>C(OCC)(=O)C.[Cu](I)I>[N+:23]([C:26]1[CH:27]=[CH:28][C:29]([C:30]([O:32][C@@:33]([C:34]2[N:3]=[N:2][N:1]([CH2:4][C:5]3[CH:14]=[C:13]4[C:8]([C:9]([C:16]5[CH:21]=[CH:20][CH:19]=[C:18]([F:22])[CH:17]=5)=[CH:10][C:11](=[O:15])[O:12]4)=[CH:7][CH:6]=3)[CH:35]=2)([C:36]([F:37])([F:38])[F:39])[CH2:40][CH3:41])=[O:31])=[CH:42][CH:43]=1)([O-:25])=[O:24]. The reagents and catalysts are [Cu](I)I (copper iodide).